This data is from the Open Reaction Database (ORD), a public repository of structured organic reaction records. The task is: describe an organic reaction: reactants, conditions, products, and yield Starting materials: C1(CCCCC1)NC=1C(=CC=2C(=NC=3N(C=C(C(C3C2)=O)C(=O)OCC)C)C1)F (ethyl 8-cyclohexylamino-7-fluoro-1-methyl-4-oxo-1,4-dihydrobenzo[b][1,8]naphthyridine-3-carboxylate), ICC (iodoethane), [H-].[Na+] (sodium hydride). Run in CN(C=O)C (dimethylformamide). Product: C1(CCCCC1)N(C=1C(=CC=2C(=NC=3N(C=C(C(C3C2)=O)C(=O)O)C)C1)F)CC (8-[(cyclohexyl)(ethyl)amino]-7-fluoro-1-methyl-4-oxo-1,4-dihydrobenzo[b][1,8]naphthyridine-3-carboxylic acid). As a reaction SMILES: [CH:1]1([NH:7][C:8]2[C:9]([F:29])=[CH:10][C:11]3[C:12]([CH:28]=2)=[N:13][C:14]2[N:15]([CH3:27])[CH:16]=[C:17]([C:22]([O:24]CC)=[O:23])[C:18](=[O:21])[C:19]=2[CH:20]=3)[CH2:6][CH2:5][CH2:4][CH2:3][CH2:2]1.I[CH2:31][CH3:32].[H-].[Na+]>CN(C)C=O>[CH:1]1([N:7]([CH2:31][CH3:32])[C:8]2[C:9]([F:29])=[CH:10][C:11]3[C:12]([CH:28]=2)=[N:13][C:14]2[N:15]([CH3:27])[CH:16]=[C:17]([C:22]([OH:24])=[O:23])[C:18](=[O:21])[C:19]=2[CH:20]=3)[CH2:2][CH2:3][CH2:4][CH2:5][CH2:6]1 |f:2.3|. Reported procedure: 8-[(Cyclohexyl)(ethyl)amino]-7-fluoro-1-methyl-4-oxo-1,4-dihydrobenzo[b][1,8]naphthyridine-3-carboxylic acid was prepared from 0.5 g of ethyl 8-cyclohexylamino-7-fluoro-1-methyl-4-oxo-1,4-dihydrobenzo[b][1,8]naphthyridine-3-carboxylate, 0.19 cm3 of iodoethane, 0.096 g of sodium hydride as a 60% dispersion in mineral oil and 10 cm3 of dimethylformamide. After treatment with 10 cm3 of water and 2 cm3 of 1N hydrochloric acid, the mixture was extracted 3 times with 20 cm3 of trichloromethane. The co...